Dataset: the Open Reaction Database (ORD), a public repository of structured organic reaction records. Task: describe an organic reaction: reactants, conditions, products, and yield Reactants: CO, NO, N#Cc1cccc2[nH]ccc12. Yields the product NC(=NO)c1cccc2[nH]ccc12. RXN SMILES: [CH3:14][OH:15].[NH2:12][OH:13].[nH:1]1[cH:2][cH:3][c:4]2[c:5]([C:10]#[N:11])[cH:6][cH:7][cH:8][c:9]12>>[nH:1]1[cH:2][cH:3][c:4]2[c:5]([C:10]([NH2:11])=[N:12][OH:13])[cH:6][cH:7][cH:8][c:9]12. Reactants: BrC1=CC=C(C=C1)[C@@H]1CC(CC1)=O ((S)-3-(4-bromophenyl)cyclopentanone), [C-]#N.[K+] (potassium cyanide), CCO (EtOH), C([O-])([O-])=O.[NH4+].[NH4+] (ammonium carbonate). Solvent: O (water), O (water). Conditions: temperature 80 celsius. The product is BrC1=CC=C(C=C1)[C@@H]1CC2(C(NC(N2)=O)=O)CC1 ((7S)-7-(4-bromophenyl)-1,3-diazaspiro[4.4]nonane-2,4-dione). RXN SMILES: [Br:1][C:2]1[CH:7]=[CH:6][C:5]([C@H:8]2[CH2:12][CH2:11][C:10](=O)[CH2:9]2)=[CH:4][CH:3]=1.[C-]#N.[K+].[C:17](=[O:20])([O-])[O-].[NH4+:21].[NH4+:22].C[CH2:24][OH:25]>O>[Br:1][C:2]1[CH:7]=[CH:6][C:5]([C@H:8]2[CH2:12][CH2:11][C:10]3([NH:22][C:24](=[O:25])[NH:21][C:17]3=[O:20])[CH2:9]2)=[CH:4][CH:3]=1 |f:1.2,3.4.5|. Procedure: To a mixture of (S)-3-(4-bromophenyl)cyclopentanone (I-1A, 4.9 g, 20.49 mmol) and potassium cyanide (1.935 g, 29.7 mmol) in EtOH (40 mL) and water (20 mL) in a glass pressure vessel was added ammonium carbonate (4.92 g, 51.2 mmol). The reaction vessel was sealed and placed in an oil bath heated at 80° C. for 24 hours, resulting in the formation of a white solid. After cooling the reaction vessel in an ice bath, the vessel was opened and 30 ml of water was added resulting in the formation of addi...